Dataset: the Open Reaction Database (ORD), a public repository of structured organic reaction records. Task: describe an organic reaction: reactants, conditions, products, and yield Reactants: CO, Cl, [Na+], Fc1cc(COc2ccccn2)ccc1C1OCCO1, C1CCOC1, O=C([O-])O. The product is O=Cc1ccc(COc2ccccn2)cc1F. As a reaction SMILES: [CH3:32][OH:33].[ClH:26].[Na+:27].[O:1]1[CH:2]([c:6]2[c:7]([F:20])[cH:8][c:9]([CH2:10][O:11][c:12]3[n:13][cH:14][cH:15][cH:16][cH:17]3)[cH:18][cH:19]2)[O:5][CH2:4][CH2:3]1.[O:21]1[CH2:22][CH2:23][CH2:24][CH2:25]1.[OH:28][C:29](=[O:30])[O-:31]>>[O:1]=[CH:2][c:6]1[c:7]([F:20])[cH:8][c:9]([CH2:10][O:11][c:12]2[n:13][cH:14][cH:15][cH:16][cH:17]2)[cH:18][cH:19]1. Reactants: ClC1=CC=NC2=CC(=C(C=C12)OC)OC (4-Chloro-6,7-dimethoxyquinoline), ClC=1C=CC(=C(C(=O)N)C1)O (5-chloro-2-hydroxybenzamide). Reagents/catalysts: CN(C1=CC=NC=C1)C (4-dimethylaminopyridine). The solvent is ClC1=C(C=CC=C1)Cl (o-dichlorobenzene). Run at temperature 120 celsius, time 8 hour. Yields the product ClC=1C=CC(=C(C(=O)N)C1)OC1=CC=NC2=CC(=C(C=C12)OC)OC (5-Chloro-2-[(6,7-dimethoxy-4-quinolyl)oxy]benzamide). Yield: 165.2%. RXN SMILES: Cl[C:2]1[C:11]2[C:6](=[CH:7][C:8]([O:14][CH3:15])=[C:9]([O:12][CH3:13])[CH:10]=2)[N:5]=[CH:4][CH:3]=1.[Cl:16][C:17]1[CH:18]=[CH:19][C:20]([OH:26])=[C:21]([CH:25]=1)[C:22]([NH2:24])=[O:23]>CN(C)C1C=CN=CC=1.ClC1C=CC=CC=1Cl>[Cl:16][C:17]1[CH:18]=[CH:19][C:20]([O:26][C:2]2[C:11]3[C:6](=[CH:7][C:8]([O:14][CH3:15])=[C:9]([O:12][CH3:13])[CH:10]=3)[N:5]=[CH:4][CH:3]=2)=[C:21]([CH:25]=1)[C:22]([NH2:24])=[O:23]. Procedure: 4-Chloro-6,7-dimethoxyquinoline (100 mg), 5-chloro-2-hydroxybenzamide (343 mg), and 4-dimethylaminopyridine (244 mg) were suspended in o-dichlorobenzene (1 ml), and the suspension was stirred at 120° C. overnight. The reaction solution was cooled to room temperature, and the solvent was removed therefrom by distillation under the reduced pressure. The residue was purified by column chromatography using acetone-hexane to give the title compound (265 mg, yield 100%). The reactants are ClCCl, CCc1cc(C2CCCCC2)cc(CC)c1N, [Ca+2], S=C(Cl)Cl, O=C([O-])[O-], O. Yields the product CCc1cc(C2CCCCC2)cc(CC)c1N=C=S. As a reaction SMILES: [CH2:28]([Cl:29])[Cl:30].[CH:1]1([c:7]2[cH:8][c:9]([CH2:16][CH3:17])[c:10]([NH2:11])[c:12]([CH2:14][CH3:15])[cH:13]2)[CH2:2][CH2:3][CH2:4][CH2:5][CH2:6]1.[Ca+2:19].[Cl:24][C:25]([Cl:26])=[S:27].[O-:20][C:21](=[O:22])[O-:23].[OH2:18]>>[CH:1]1([c:7]2[cH:8][c:9]([CH2:16][CH3:17])[c:10]([N:11]=[C:25]=[S:27])[c:12]([CH2:14][CH3:15])[cH:13]2)[CH2:2][CH2:3][CH2:4][CH2:5][CH2:6]1. Starting materials: ClN1C(CCC1=O)=O (NCS), ClN1C(CCC1=O)=O (NCS), C(CCCCCCCCCCC)S(=O)(=O)C1=CC=C(N)C=C1 (4-dodecylsulphonylaniline), ClN1C(CCC1=O)=O (N-chlorosuccinimide), ClN1C(CCC1=O)=O (NCS). Run in ClCCCl (1,2-dichlorethane). Reaction conditions: time 45 minute. Yields the product ClC1=C(N)C=CC(=C1)S(=O)(=O)CCCCCCCCCCCC (2-Chloro-4-dodecylsulphonylaniline). RXN SMILES: [CH2:1]([S:13]([C:16]1[CH:22]=[CH:21][C:19]([NH2:20])=[CH:18][CH:17]=1)(=[O:15])=[O:14])[CH2:2][CH2:3][CH2:4][CH2:5][CH2:6][CH2:7][CH2:8][CH2:9][CH2:10][CH2:11][CH3:12].[Cl:23]N1C(=O)CCC1=O>ClCCCl>[Cl:23][C:21]1[CH:22]=[C:16]([S:13]([CH2:1][CH2:2][CH2:3][CH2:4][CH2:5][CH2:6][CH2:7][CH2:8][CH2:9][CH2:10][CH2:11][CH3:12])(=[O:15])=[O:14])[CH:17]=[CH:18][C:19]=1[NH2:20]. Procedure details: A mixture of 4-dodecylsulphonylaniline (519.8 g, 1.6 moles), 1,2-dichlorethane (2.5 liters) and N-chlorosuccinimide (NCS) (110 g, 0.825 moles) was stirred at reflux for 45 minutes, then a further 60 g (0.45 moles) of NCS added. Refluxing was continued for another 45 minutes and another 53 g of NCS was added. The mixture was refluxed for another hour. The total amount of NCS used was 223 g (1.67 moles). TLC showed no starting material. The solvent was removed on the rotavapor, the residue dissolv... The solvent is N1=CC=CC=C1 (pyridine). Reactants: CN(C1=C2C=CC=C(C2=CC=C1)S(=O)(=O)NC1=C(C(=CC2=NON=C21)CC)Br)C (5-dimethylamino-N-(5-bromo-6-ethyl-2,1,3-benzoxadiazol-4-yl)-1-naphthalenesulfonamide), [Cu](C#N)C#N (copper cyanide), N (ammonia). Yields the product CN(C1=C2C=CC=C(C2=CC=C1)S(=O)(=O)NC1=C(C(=CC2=NON=C21)CC)C#N)C (5-dimethylamino- N-(5-cyano-6-ethyl-2,1,3-benzoxadiazol-4-yl)-1-naphthalenesulfonamide). Reaction SMILES: [CH3:1][N:2]([CH3:29])[C:3]1[CH:12]=[CH:11][CH:10]=[C:9]2[C:4]=1[CH:5]=[CH:6][CH:7]=[C:8]2[S:13]([NH:16][C:17]1[C:25]2[C:21](=[N:22][O:23][N:24]=2)[CH:20]=[C:19]([CH2:26][CH3:27])[C:18]=1Br)(=[O:15])=[O:14].[Cu](C#N)[C:31]#[N:32].N>N1C=CC=CC=1>[CH3:1][N:2]([CH3:29])[C:3]1[CH:12]=[CH:11][CH:10]=[C:9]2[C:4]=1[CH:5]=[CH:6][CH:7]=[C:8]2[S:13]([NH:16][C:17]1[C:25]2[C:21](=[N:22][O:23][N:24]=2)[CH:20]=[C:19]([CH2:26][CH3:27])[C:18]=1[C:31]#[N:32])(=[O:15])=[O:14]. Procedure: A mixture of 4.6 g of 5-dimethylamino-N-(5-bromo-6-ethyl-2,1,3-benzoxadiazol-4-yl)-1-naphthalenesulfonamide and 1.3 g of copper cyanide is heated for 8 hours at 120° in 30 ml of pyridine. The mixture is poured onto aqueous ammonia solution, worked up in the customary manner and 5-dimethylamino- N-(5-cyano-6-ethyl-2,1,3-benzoxadiazol-4-yl)-1-naphthalenesulfonamide is obtained. The reactants are O.O.Cl.NC1=NC2=NC=C(N=C2C(=N1)N)CN(C1=CC=C(C(=O)O)C=C1)C.NC1=NC2=NC=C(N=C2C(=N1)N)CN(C)C1=CC=C(C(=O)O)C=C1.O.O (4-[(2,4-diamino-pteridin-6-ylmethyl)-methyl-amino]-benzoic acid hemihydrochloride dihydrate), C(#N)P(OCC)(OCC)=O (diethyl cyanophosphonate), CCN(C(C)C)C(C)C (DIEA), C(C(=O)O)(=O)O.C(C)OP(OCC)(=O)CCN (diethyl(aminoethyl)phosphonate oxalate). Run in CN(C)C=O (DMF). Run at time 4 hour. The product is C(C)OP(OCC)(=O)CCNC(C1=CC=C(C=C1)N(C)CC=1N=C2C(=NC(=NC2=NC1)N)N)=O ((2-{4-[(2,4-Diamino-pteridin-6-ylmethyl)-methyl-amino]-benzoylamino}-ethyl)-phosphonic acid diethyl ester). Yield: 24.2%. Reaction SMILES: O.O.Cl.[NH2:4][C:5]1[N:14]=[C:13]([NH2:15])[C:12]2[C:7](=[N:8][CH:9]=[C:10]([CH2:16][N:17]([CH3:27])[C:18]3[CH:26]=[CH:25][C:21]([C:22](O)=[O:23])=[CH:20][CH:19]=3)[N:11]=2)[N:6]=1.NC1N=C(N)C2C(=NC=C(CN(C3C=CC(C(O)=O)=CC=3)C)N=2)N=1.O.O.C(P(=O)(OCC)OCC)#N.CCN(C(C)C)C(C)C.C(O)(=O)C(O)=O.[CH2:79]([O:81][P:82]([CH2:87][CH2:88][NH2:89])(=[O:86])[O:83][CH2:84][CH3:85])[CH3:80]>CN(C=O)C>[CH2:84]([O:83][P:82]([CH2:87][CH2:88][NH:89][C:22](=[O:23])[C:21]1[CH:20]=[CH:19][C:18]([N:17]([CH2:16][C:10]2[N:11]=[C:12]3[C:7](=[N:8][CH:9]=2)[N:6]=[C:5]([NH2:4])[N:14]=[C:13]3[NH2:15])[CH3:27])=[CH:26][CH:25]=1)(=[O:86])[O:81][CH2:79][CH3:80])[CH3:85] |f:0.1.2.3.4.5.6,9.10|. Procedure: To a solution of 4-[(2,4-diamino-pteridin-6-ylmethyl)-methyl-amino]-benzoic acid hemihydrochloride dihydrate (61.2 mg, 161 μmol) in DMF (2.8 mL) were added diethyl cyanophosphonate (31.8 μL, 210 μmol) and DIEA (27.8 μL, 161 μmol). The solution was stirred at ambient temperature for 4 hours, when diethyl(aminoethyl)phosphonate oxalate (43.8 mg, 161 μmol) was added. The solution was stirred for 3 additional hours, by which time complete consumption of the starting materials was observed. The react... Reactants: CC=1C=CC2=C3C(C(=C(C12)C)C)=C(C(=[C-]3)C)C.[Li+] (Lithium pentamethylcyclopentaindenide), C=C.C=C.C=C.C=C.[Cl-].[Cl-].[Rh].[Rh] (chlorobis(ethylene)rhodium(I) dimer). Solvent: C1CCOC1 (THF), CCCCCC (hexane). The product is C=C.C=C.[Rh].CC1C(=C(C(=C1C)C)C)C (pentamethylcyclopentadiene rhodium bisethylene). The yield is 261.4%. Reaction SMILES: [CH3:1][C:2]1C=C[C:5]2C=1C(C)=[C:8](C)[C:7]1=[C:13]([CH3:17])[C:14]([CH3:16])=[C-:15][C:6]=21.[Li+].[CH2:19]=[CH2:20].C=C.C=C.C=C.[Cl-].[Cl-].[Rh:29].[Rh]>C1COCC1.CCCCCC>[CH2:1]=[CH2:2].[CH2:19]=[CH2:20].[Rh:29].[CH3:19][CH:15]1[C:14]([CH3:16])=[C:13]([CH3:17])[C:7]([CH3:8])=[C:6]1[CH3:5] |f:0.1,2.3.4.5.6.7.8.9,12.13.14.15|. Procedure details: All operations are performed under an inert atmosphere and with dry, degassed solvents. Lithium pentamethylcyclopentaindenide powder (720 mg, 5.06 mmoles) is added in several portions to a cooled slurry of 1.0 g (2.54 mmoles) of chlorobis(ethylene)rhodium(I) dimer in 40 ml of THF. The mixture darkens as it comes to room temperature. The mixture is stirred several hours at room temperature then the solvent is stripped off at reduced pressure. The black residue is taken up in hexane, filtered and ...